From a dataset of the Open Reaction Database (ORD), a public repository of structured organic reaction records. describe an organic reaction: reactants, conditions, products, and yield The reactants are TEA, CC1=CC=C(C=C1)S(=O)(=O)OCC(CN=[N+]=[N-])O (3-Azido-2-hydroxypropyl 4-methylbenzenesulfonate), C(C)(=O)OC(C)=O (acetic anhydride). Reagents/catalysts: CN(C)C=1C=CN=CC1 (DMAP). Solvent: C(Cl)Cl (CH2Cl2). Run at time 1 hour. Yields the product C(C)(=O)OC(CN=[N+]=[N-])COS(=O)(=O)C1=CC=C(C)C=C1 (1-Azido-3-(tosyloxy)propan-2-yl acetate). The yield is 98.6%. Reaction SMILES: [CH3:1][C:2]1[CH:7]=[CH:6][C:5]([S:8]([O:11][CH2:12][CH:13]([OH:18])[CH2:14][N:15]=[N+:16]=[N-:17])(=[O:10])=[O:9])=[CH:4][CH:3]=1.[C:19](OC(=O)C)(=[O:21])[CH3:20]>C(Cl)Cl.CN(C1C=CN=CC=1)C>[C:19]([O:18][CH:13]([CH2:12][O:11][S:8]([C:5]1[CH:6]=[CH:7][C:2]([CH3:1])=[CH:3][CH:4]=1)(=[O:9])=[O:10])[CH2:14][N:15]=[N+:16]=[N-:17])(=[O:21])[CH3:20]. Procedure details: 3-Azido-2-hydroxypropyl 4-methylbenzenesulfonate 14 (1.83 g, 6.70 mmol) was dissolved in CH2Cl2 (15 mL) and treated with TEA (1.4 mL, 10.00 mmol), a catalytic amount of DMAP and acetic anhydride (0.95 mL, 10.00 mmol) at room temperature. After stirring for 1 hr, silica was added to the reaction mixture, the solvent was evaporated and the residue was purified on silica gel using 50% EtOAc/hexanes as the eluent to afford 2.07 g of 15 (98.8% yield) as a thick, clear, colorless oil. 1H NMR (CDCl3, 4... Starting materials: C(C=1C(N)=CC=CC1)(=O)O (anthranilic acid), ClCCCBr (1-chloro-3-bromopropane), N1CCCCC1 (piperidine), C(C)N (ethylamine), C(C1=CC(=CC=C1)OC)=O (3-anisaldehyde). Product: C(C)N1C(=NC2=CC=CC=C2C1=O)C1=CC(=CC=C1)OCCCN1CCCCC1 (3-Ethyl-2-[3-(3-piperidin-1-ylpropoxy)phenyl]-4(3H)-quinazolinone). As a reaction SMILES: [C:1]([OH:10])(=O)[C:2]1[C:3](=[CH:5][CH:6]=[CH:7][CH:8]=1)[NH2:4].[CH2:11]([NH2:13])[CH3:12].[CH:14](=O)[C:15]1[CH:20]=[CH:19][CH:18]=[C:17]([O:21][CH3:22])[CH:16]=1.Cl[CH2:25][CH2:26][CH2:27]Br.[NH:29]1[CH2:34][CH2:33]C[CH2:31][CH2:30]1>>[CH2:11]([N:13]1[C:1](=[O:10])[C:2]2[C:3](=[CH:5][CH:6]=[CH:7][CH:8]=2)[N:4]=[C:14]1[C:15]1[CH:20]=[CH:19][CH:18]=[C:17]([O:21][CH2:22][CH2:31][CH2:30][N:29]2[CH2:34][CH2:33][CH2:27][CH2:26][CH2:25]2)[CH:16]=1)[CH3:12]. Reported procedure: The entitled compound was obtained according to the method of Example 1 but starting from anthranilic acid, ethylamine, 3-anisaldehyde, 1-chloro-3-bromopropane and piperidine. Starting materials: nitro-enone, CC1(CC=CC(C1)=O)C (5,5-dimethylcyclohex-2-en-one), [N+](=O)([O-])C1=CC=C(CBr)C=C1 (p-nitrobenzyl bromide), C(C)(C)(C)C1=C(C=C(C(=C1O[SiH](C)C)Br)OC)CC1C(CC=CC1=O)(C)C (6-[2'-(tert-Butyl)dimethylsilyloxy-4'-bromo-5'methoxyphenyl]methyl-5,5-dimethylcyclohex-2 -en-1-one). The product is [N+](=O)([O-])C1=CC=C(C=C1)CC1C(CC=CC1=O)(C)C (6-(4'-Nitrophenyl)methyl-5,5-dimethylcyclohex-2-en-1-one). RXN SMILES: [CH3:1][C:2]1([CH3:9])[CH2:7][C:6](=[O:8])[CH:5]=[CH:4][CH2:3]1.[N+:10]([C:13]1[CH:20]=[CH:19][C:16]([CH2:17]Br)=[CH:15][CH:14]=1)([O-:12])=[O:11].C(C1C(O[SiH](C)C)=C(Br)C(OC)=CC=1CC1C(=O)C=CCC1(C)C)(C)(C)C>>[N+:10]([C:13]1[CH:20]=[CH:19][C:16]([CH2:17][CH:7]2[C:6](=[O:8])[CH:5]=[CH:4][CH2:3][C:2]2([CH3:9])[CH3:1])=[CH:15][CH:14]=1)([O-:12])=[O:11]. Procedure: This compound was prepared from 5,5-dimethylcyclohex-2-en-1-one (11) (0.600 g, 4.83 mmol) and p-nitrobenzyl bromide (1.581 g, 7.32 mmol) in the manner previously described for the synthesis of enone 13, affording 627 mg (50%), of the nitro-enone as a pale yellow oil. 1H NMR (400MHz, CDCl3) δ1.02 and 1.18 (2s, 2×3H, geminal-CH3 's), 2.83 and 3.10 (d of ABq, 2H, benzylic-CH2), 6.00 (ddd, 1H, 2-H), 6.81 (ddd, 1H, 3-H), 7.38 and 8.10 ppm (ABq, 2×2H, Ar--H). The reactants are FC=1C=C(N)C=CC1OC1=C2C(=NC=C1)C=C(S2)I (3-fluoro-4-(2-iodothieno[3,2-b]pyridin-7-yloxy)aniline), CC1(OB(OC1(C)C)C1=CCN(CC1)C(=O)OC(C)(C)C)C (tert-butyl 4-(4,4,5,5-tetramethyl-1,3,2-dioxaborolan-2-yl) -5,6-dihydropyridine-1(2H)-carboxylate), C(=O)([O-])[O-].[Na+].[Na+] (Na2CO3). The reagents and catalysts are C=1C=CC(=CC1)[P](C=2C=CC=CC2)(C=3C=CC=CC3)[Pd]([P](C=4C=CC=CC4)(C=5C=CC=CC5)C=6C=CC=CC6)([P](C=7C=CC=CC7)(C=8C=CC=CC8)C=9C=CC=CC9)[P](C=1C=CC=CC1)(C=1C=CC=CC1)C=1C=CC=CC1 (tetrakis(triphenylphosphine)palladium). Run in COCCOC (DME). Run at temperature 100 celsius. Yields the product NC1=CC(=C(OC2=C3C(=NC=C2)C=C(S3)C3=CCN(CC3)C(=O)OC(C)(C)C)C=C1)F (tert-butyl 4-(7-(4-amino-2-fluorophenoxy)thieno[3,2-b]pyridin-2-yl)-5,6-dihydropyridine-1(2H)-carboxylate). The yield is 80.2%. RXN SMILES: [F:1][C:2]1[CH:3]=[C:4]([CH:6]=[CH:7][C:8]=1[O:9][C:10]1[CH:15]=[CH:14][N:13]=[C:12]2[CH:16]=[C:17](I)[S:18][C:11]=12)[NH2:5].CC1(C)C(C)(C)OB([C:28]2[CH2:33][CH2:32][N:31]([C:34]([O:36][C:37]([CH3:40])([CH3:39])[CH3:38])=[O:35])[CH2:30][CH:29]=2)O1.C([O-])([O-])=O.[Na+].[Na+]>C1C=CC([P]([Pd]([P](C2C=CC=CC=2)(C2C=CC=CC=2)C2C=CC=CC=2)([P](C2C=CC=CC=2)(C2C=CC=CC=2)C2C=CC=CC=2)[P](C2C=CC=CC=2)(C2C=CC=CC=2)C2C=CC=CC=2)(C2C=CC=CC=2)C2C=CC=CC=2)=CC=1.COCCOC>[NH2:5][C:4]1[CH:6]=[CH:7][C:8]([O:9][C:10]2[CH:15]=[CH:14][N:13]=[C:12]3[CH:16]=[C:17]([C:28]4[CH2:33][CH2:32][N:31]([C:34]([O:36][C:37]([CH3:40])([CH3:39])[CH3:38])=[O:35])[CH2:30][CH:29]=4)[S:18][C:11]=23)=[C:2]([F:1])[CH:3]=1 |f:2.3.4,^1:51,53,72,91|. Reported procedure: A round-bottomed flask was charged with 3-fluoro-4-(2-iodothieno[3,2-b]pyridin-7-yloxy)aniline (Example 6, Step A, 200.0 mg, 0.518), tert-butyl 4-(4,4,5,5-tetramethyl-1,3,2-dioxaborolan-2-yl) -5,6-dihydropyridine-1(2H)-carboxylate (160.1 mg, 0.518 mmol), tetrakis(triphenylphosphine)palladium (119.7 mg, 0.104 mmol), Na2CO3 (1.30 ml, 2.59 mmol) and DME (50 mL). The reaction mixture was stirred under nitrogen at 100° C. until the starting material had been consumed (4 hours). Then the reaction mixt... The reactants are ClC=1C=C(C=CC1Cl)C1(CN(CC1)C(C1=CC(=C(C(=C1)OC)OC)OC)=O)CCCS(=O)(=O)[O-] (2-[3-(3,4-dichloro-phenyl)-1-(3,4,5-trimethoxy-benzoyl)-pyrrolidin-3-yl]-ethyl-methanesulfonate), FC(C(=O)O)(F)F.C(C1=CC=CC=C1)N1CN(C2(C1=O)CCNCC2)C2=CC=C(C=C2)F (3-benzyl-1-(4-fluoro-phenyl)-1,3,8-triaza-spiro[4.5]decan-4-one trifluoroacetate). Product: C(C1=CC=CC=C1)N1CN(C2(C1=O)CCN(CC2)CCC2(CN(CC2)C(C2=CC(=C(C(=C2)OC)OC)OC)=O)C2=CC(=C(C=C2)Cl)Cl)C2=CC=C(C=C2)F (3-benzyl-8-[2-[3-(3,4-dichloro-phenyl)-1-(3,4,5-trimethoxy-benzoyl)-pyrrolidin-3-yl]-ethyl]-1-(4-fluoro-phenyl)-1,3,8-triaza-spiro[4.5]decan-4-one). RXN SMILES: [Cl:1][C:2]1[CH:3]=[C:4]([C:9]2([CH2:28][CH2:29]CS([O-])(=O)=O)[CH2:13][CH2:12][N:11]([C:14](=[O:27])[C:15]3[CH:20]=[C:19]([O:21][CH3:22])[C:18]([O:23][CH3:24])=[C:17]([O:25][CH3:26])[CH:16]=3)[CH2:10]2)[CH:5]=[CH:6][C:7]=1[Cl:8].FC(F)(F)C(O)=O.[CH2:42]([N:49]1[C:53](=[O:54])[C:52]2([CH2:59][CH2:58][NH:57][CH2:56][CH2:55]2)[N:51]([C:60]2[CH:65]=[CH:64][C:63]([F:66])=[CH:62][CH:61]=2)[CH2:50]1)[C:43]1[CH:48]=[CH:47][CH:46]=[CH:45][CH:44]=1>>[CH2:42]([N:49]1[C:53](=[O:54])[C:52]2([CH2:59][CH2:58][N:57]([CH2:29][CH2:28][C:9]3([C:4]4[CH:5]=[CH:6][C:7]([Cl:8])=[C:2]([Cl:1])[CH:3]=4)[CH2:13][CH2:12][N:11]([C:14](=[O:27])[C:15]4[CH:20]=[C:19]([O:21][CH3:22])[C:18]([O:23][CH3:24])=[C:17]([O:25][CH3:26])[CH:16]=4)[CH2:10]3)[CH2:56][CH2:55]2)[N:51]([C:60]2[CH:65]=[CH:64][C:63]([F:66])=[CH:62][CH:61]=2)[CH2:50]1)[C:43]1[CH:48]=[CH:47][CH:46]=[CH:45][CH:44]=1 |f:1.2|. Procedure: Prepare by the method of example 3.3 using 2-[3-(3,4-dichloro-phenyl)-1-(3,4,5-trimethoxy-benzoyl)-pyrrolidin-3-yl]-ethyl-methanesulfonate (5 mmol) and 3-benzyl-1-(4-fluoro-phenyl)-1,3,8-triaza-spiro[4.5]decan-4-one trifluoroacetate (7.5 mmol, 1.5 eq.). Chromatograph on silica gel to give the title compound. Starting materials: ICCC#N (3-iodopropionitrile), [Zn] (Zinc), [Li+].[Cl-] (LiCl), [Zn] (zinc), C(C(C)(C)C)(=O)[O-].[Li+] (lithium pivalate). Run in C1CCOC1 (THF). Conditions: temperature 22 celsius, time 2 hour. Product: C(C(C)(C)C)(=O)[O-].C(#N)CC[Zn+] ((2-cyanoethyl)zinc pivalate), solid. Isolated yield 58.0%. As a reaction SMILES: [Zn:1].[Li+].[Cl-].I[CH2:5][CH2:6][C:7]#[N:8].[C:9]([O-:15])(=[O:14])[C:10]([CH3:13])([CH3:12])[CH3:11].[Li+]>C1COCC1>[C:9]([O-:15])(=[O:14])[C:10]([CH3:13])([CH3:12])[CH3:11].[C:7]([CH2:6][CH2:5][Zn+:1])#[N:8] |f:1.2,4.5,7.8|. Procedure: Zinc powder (490 mg, 7.5 mmol) and LiCl (318 mg, 7.5 mmol) were placed in a Schlenk-flask, equipped with a magnetic stirrer and a septum, dried for 5 min at 400° C. (heat gun) in high vacuum and then dissolved in 7.0 mL of dry THF. 4 drops of 1,2-dibromoethane were added and the mixture was heated to boiling for the activation of the zinc dust. After cooling to 22° C. 3-iodopropionitrile (905 mg, 5.0 mmol) was added dropwise and the mixture was stirred for 2 h at 22° C. The stirring of the react... The reactants are CCOC(=O)CCCOc1ccc2c(c1)C(=O)CCC2, C1COCCN1, CCN(C(C)C)C(C)C, ClCCl. Product: O=C1CCCc2ccc(OCCCC(=O)N3CCOCC3)cc21. As a reaction SMILES: [CH2:1]([O:2][C:4](=[O:5])[CH2:6][CH2:7][CH2:8][O:9][c:10]1[cH:11][cH:12][c:13]2[c:18]([cH:19]1)[C:17](=[O:20])[CH2:16][CH2:15][CH2:14]2)[CH3:3].[CH2:30]1[CH2:31][O:32][CH2:33][CH2:34][NH:35]1.[CH:21]([N:22]([CH2:23][CH3:24])[CH:25]([CH3:26])[CH3:27])([CH3:28])[CH3:29].[Cl:36][CH2:37][Cl:38]>>[C:4](=[O:5])([CH2:6][CH2:7][CH2:8][O:9][c:10]1[cH:11][cH:12][c:13]2[c:18]([cH:19]1)[C:17](=[O:20])[CH2:16][CH2:15][CH2:14]2)[N:35]1[CH2:30][CH2:31][O:32][CH2:33][CH2:34]1. The reactants are C(#N)C1=CC=C(N1)C1=CC=C(C=C1)NS(=O)(=O)CC (N-[4-(5-cyano-1H-pyrrol-2-yl)phenyl]ethanesulfonamide), C(C=C)Br (allyl bromide), CC(C)([O-])C.[K+] (potassium tert-butoxide), solution. The product is C(C=C)N1C(=CC=C1C#N)C1=CC=C(C=C1)NS(=O)(=O)CC (N-[4-(1-allyl-5-cyano-1H-pyrrol-2-yl)phenyl]ethanesulfonamide). The yield is 6.3%. Reaction SMILES: [C:1]([C:3]1[NH:7][C:6]([C:8]2[CH:13]=[CH:12][C:11]([NH:14][S:15]([CH2:18][CH3:19])(=[O:17])=[O:16])=[CH:10][CH:9]=2)=[CH:5][CH:4]=1)#[N:2].[CH3:20][C:21](C)([O-])[CH3:22].[K+].C(Br)C=C>>[CH2:22]([N:7]1[C:3]([C:1]#[N:2])=[CH:4][CH:5]=[C:6]1[C:8]1[CH:9]=[CH:10][C:11]([NH:14][S:15]([CH2:18][CH3:19])(=[O:17])=[O:16])=[CH:12][CH:13]=1)[CH:21]=[CH2:20] |f:1.2|. Procedure: N-[4-(5-cyano-1H-pyrrol-2-yl)phenyl]ethanesulfonamide (0.150 g, 0.54 mmol) was alkylated according to the procedure of Example 40 using potassium tert-butoxide (1.08 mL of a 1M solution, 1.08 mmol) and allyl bromide (0.041 mL, 0.50 mmol) to afford the title compound (0.10 g, 6.3%).